Dataset: the Open Reaction Database (ORD), a public repository of structured organic reaction records. Task: describe an organic reaction: reactants, conditions, products, and yield Procedure: 1-[5,6-Dichloro-2-(2,2,2-trifluoro-ethyl)-benzoimidazol-1-yl]-butan-2-one (339 mg, 1 mmol), hydroxylamine hydrochloride (227.5 mg, 3.25 mmol) and pyridine (3 mL) in ethanol (3 mL) were heated to 70° C. for 5 hours. The reaction mixture was then poured into water and extracted with EtOAc. The organic layer was washed with 15% NaCl, brine, then dried over anhydrous MgSO4. The solvent was distilled out under reduced pressure. Column chromatography (silica gel, EtOAc/hexanes (0% to 60%) yielded the ... Isolated yield 0.0%. The product is EtOAc hexanes, ClC1=CC2=C(N(C(=N2)CC(F)(F)F)CC(CC)=NO)C=C1Cl (1-[5,6-Dichloro-2-(2,2,2-trifluoro-ethyl)-benzoimidazol-1-yl]-butan-2-one Oxime). Run in C(C)O (ethanol). Reaction SMILES: [Cl:1][C:2]1[C:20]([Cl:21])=[CH:19][C:5]2[N:6]([CH2:14][C:15](=O)[CH2:16][CH3:17])[C:7]([CH2:9][C:10]([F:13])([F:12])[F:11])=[N:8][C:4]=2[CH:3]=1.Cl.[NH2:23][OH:24].N1C=CC=CC=1.O>C(O)C>[Cl:1][C:2]1[C:20]([Cl:21])=[CH:19][C:5]2[N:6]([CH2:14][C:15](=[N:23][OH:24])[CH2:16][CH3:17])[C:7]([CH2:9][C:10]([F:13])([F:12])[F:11])=[N:8][C:4]=2[CH:3]=1 |f:1.2|. Starting materials: O (water), ClC1=CC2=C(N(C(=N2)CC(F)(F)F)CC(CC)=O)C=C1Cl (1-[5,6-Dichloro-2-(2,2,2-trifluoro-ethyl)-benzoimidazol-1-yl]-butan-2-one), Cl.NO (hydroxylamine hydrochloride), N1=CC=CC=C1 (pyridine). The reactants are BrCC(=O)OC(C)(C)C (t-butyl bromoacetate), ice water, C(C)(=O)OC=1C(=C2CCC(OC2=C(C1C)C)(C)COC1=CC=C(CC2C(NC(S2)=O)=O)C=C1)C (5-[4-(6-acetoxy-2,5,7,8-tetramethylchroman-2-ylmethoxy)benzyl ]thiazolidine-2,4-dione), C([O-])([O-])=O.[K+].[K+] (potassium carbonate). The solvent is CC(=O)C (acetone). Conditions: time 2 hour. The product is C(C)(=O)OC=1C(=C2CCC(OC2=C(C1C)C)(C)COC1=CC=C(CC2C(N(C(S2)=O)CC(=O)OC(C)(C)C)=O)C=C1)C (t-Butyl α-{5-[4-(6-acetoxy-2,5,7,8-tetramethylchroman-2-ylmethoxy)benzyl]-2,4-dioxothiazolidin-3yl}acetate). RXN SMILES: Br[CH2:2][C:3]([O:5][C:6]([CH3:9])([CH3:8])[CH3:7])=[O:4].[C:10]([O:13][C:14]1[C:15]([CH3:43])=[C:16]2[C:21](=[C:22]([CH3:25])[C:23]=1[CH3:24])[O:20][C:19]([CH2:27][O:28][C:29]1[CH:42]=[CH:41][C:32]([CH2:33][CH:34]3[S:38][C:37](=[O:39])[NH:36][C:35]3=[O:40])=[CH:31][CH:30]=1)([CH3:26])[CH2:18][CH2:17]2)(=[O:12])[CH3:11].C(=O)([O-])[O-].[K+].[K+]>CC(C)=O>[C:10]([O:13][C:14]1[C:15]([CH3:43])=[C:16]2[C:21](=[C:22]([CH3:25])[C:23]=1[CH3:24])[O:20][C:19]([CH2:27][O:28][C:29]1[CH:42]=[CH:41][C:32]([CH2:33][CH:34]3[S:38][C:37](=[O:39])[N:36]([CH2:2][C:3]([O:5][C:6]([CH3:9])([CH3:8])[CH3:7])=[O:4])[C:35]3=[O:40])=[CH:31][CH:30]=1)([CH3:26])[CH2:18][CH2:17]2)(=[O:12])[CH3:11] |f:2.3.4|. Procedure: 0.87 g of t-butyl bromoacetate was added dropwise, whilst ice-cooling, to a mixture of 1 g of 5-[4-(6-acetoxy-2,5,7,8-tetramethylchroman-2-ylmethoxy)benzyl ]thiazolidine-2,4-dione [prepared as described in Example 3(b) of copending U.S. Ser. No. 644,996], 0.43 g of anhydrous potassium carbonate, and 8 ml of acetone. The resulting mixture was stirred for 2 hours at room temperature and then allowed to stand for 2 days, also at room temperature. The reaction mixture was then poured into ice-water ...